This data is from the Open Reaction Database (ORD), a public repository of structured organic reaction records. The task is: describe an organic reaction: reactants, conditions, products, and yield Reactants: BrBr, CC(=O)O, Nc1cc(F)ccc1F. Product: Nc1cc(F)c(Br)cc1F. As a reaction SMILES: [Br:10][Br:11].[C:12]([OH:13])(=[O:14])[CH3:15].[F:1][c:2]1[c:3]([NH2:4])[cH:5][c:6]([F:9])[cH:7][cH:8]1>>[F:1][c:2]1[c:3]([NH2:4])[cH:5][c:6]([F:9])[c:7]([Br:10])[cH:8]1. Reactants: BrC(Br)(Br)Br, ClCCl, CSc1cc(N)nc(CO)c1. The product is CSc1cc(N)nc(CBr)c1. Reaction SMILES: [Br:12][C:13]([Br:14])([Br:15])[Br:16].[Cl:17][CH2:18][Cl:19].[NH2:1][c:2]1[cH:3][c:4]([S:10][CH3:11])[cH:5][c:6]([CH2:8][OH:9])[n:7]1>>[NH2:1][c:2]1[cH:3][c:4]([S:10][CH3:11])[cH:5][c:6]([CH2:8][Br:12])[n:7]1. Reactants: CC=1C(=NNC1)C1=CC=CC=C1 (4-methyl-3-phenylpyrazole), BrC(C(=O)N(C)C)CC (2-bromo-N,N-dimethylbutyramide), ClC(C(=O)N(C)C)C (2-chloro-N,N-dimethylpropionamide). The product is ClC1=C(C=CC=C1)C1=NN(C=C1)C(C(=O)N(C)C)CC (3-(o-chlorophenyl)-α-ethyl-N,N-dimethylpyrazole-1-acetamide). Reaction SMILES: C[C:2]1[C:3]([C:7]2[CH:12]=[CH:11][CH:10]=[CH:9][CH:8]=2)=[N:4][NH:5][CH:6]=1.Br[CH:14]([CH2:20][CH3:21])[C:15]([N:17]([CH3:19])[CH3:18])=[O:16].[Cl:22]C(C)C(N(C)C)=O>>[Cl:22][C:12]1[CH:11]=[CH:10][CH:9]=[CH:8][C:7]=1[C:3]1[CH:2]=[CH:6][N:5]([CH:14]([CH2:20][CH3:21])[C:15]([N:17]([CH3:19])[CH3:18])=[O:16])[N:4]=1. Reported procedure: Following the procedure of Example 1, but substituting 3-(o-chlorophenyl)pyrazole for 4-methyl-3-phenylpyrazole and 2-bromo-N,N-dimethylbutyramide for 2-chloro-N,N-dimethylpropionamide there was obtained 3-(o-chlorophenyl)-α-ethyl-N,N-dimethylpyrazole-1-acetamide having a melting point of 38.5°-40° C. Reactants: CO, CC1(C)OCC(Cn2ccc(NC(=O)C(CC3(F)CCCC3)N3CC(Oc4c(F)cccc4F)=CC3=O)n2)O1, Cc1ccc(S(=O)(=O)O)cc1. The product is O=C(Nc1ccn(CC(O)CO)n1)C(CC1(F)CCCC1)N1CC(Oc2c(F)cccc2F)=CC1=O. RXN SMILES: [CH3:51][OH:52].[F:1][c:2]1[c:3]([O:4][C:5]2=[CH:6][C:7](=[O:34])[N:8]([CH:10]([C:11](=[O:12])[NH:13][c:14]3[n:15][n:16]([CH2:19][CH:20]4[O:21][C:22]([CH3:25])([CH3:26])[O:23][CH2:24]4)[cH:17][cH:18]3)[CH2:27][C:28]3([F:33])[CH2:29][CH2:30][CH2:31][CH2:32]3)[CH2:9]2)[c:35]([F:39])[cH:36][cH:37][cH:38]1.[c:40]1([CH3:41])[cH:42][cH:43][c:44]([S:45]([OH:46])(=[O:47])=[O:48])[cH:49][cH:50]1>>[F:1][c:2]1[c:3]([O:4][C:5]2=[CH:6][C:7](=[O:34])[N:8]([CH:10]([C:11](=[O:12])[NH:13][c:14]3[n:15][n:16]([CH2:19][CH:20]([OH:21])[CH2:24][OH:23])[cH:17][cH:18]3)[CH2:27][C:28]3([F:33])[CH2:29][CH2:30][CH2:31][CH2:32]3)[CH2:9]2)[c:35]([F:39])[cH:36][cH:37][cH:38]1.